From a dataset of the Open Reaction Database (ORD), a public repository of structured organic reaction records. describe an organic reaction: reactants, conditions, products, and yield As a reaction SMILES: C([C:10]1[NH:11][C:12]2[C:17]([C:18]=1[CH2:19][N:20]1[CH:24]=[CH:23][N:22]=[CH:21]1)=[CH:16][CH:15]=[CH:14][CH:13]=2)C1C=CC(OC)=CC=1.N1(CC2[C:39]3[C:34](=[CH:35][CH:36]=[C:37]([O:40]C)[CH:38]=3)NC=2)C=CN=C1>>[OH:40][C:37]1[CH:38]=[CH:39][C:34]([C:10]2[NH:11][C:12]3[C:17]([C:18]=2[CH2:19][N:20]2[CH:24]=[CH:23][N:22]=[CH:21]2)=[CH:16][CH:15]=[CH:14][CH:13]=3)=[CH:35][CH:36]=1. The product is OC1=CC=C(C=C1)C=1NC2=CC=CC=C2C1CN1C=NC=C1 (2-(p-hydroxyphenyl)-3-(imidazol-1-ylmethyl)indole). Procedure: The procedure described in Example XLVII was repeated except that 2-(p-anisyl)-3-(imidazol-1-ylmethyl)indole was the starting material employed in place of 3-(imidazol-1-ylmethyl)-5-methoxyindole, using the same molar proportions as before. In this particular case, the solid product obtained was chromatographed on silica gel and then finally eluted with chloroform/methanol (20:1 by volume). Evaporation of the product-containing eluate then gave a solid material which was crystallized from ethano... The reactants are C(C1=CC=C(C=C1)OC)C=1NC2=CC=CC=C2C1CN1C=NC=C1 (2-(p-anisyl)-3-(imidazol-1-ylmethyl)indole), N1(C=NC=C1)CC1=CNC2=CC=C(C=C12)OC (3-(imidazol-1-ylmethyl)-5-methoxyindole). The reactants are [OH-].[K+] (KOH), C(C)OC(C(C(=O)OCC)CC=1C=NC(=C(C1)Cl)NC(=O)OC(C)(C)C)=O (2-(6-tert-butoxycarbonylamino-5-chloro-pyridin-3-ylmethyl)-malonic acid diethyl ester). The solvent is C(C)O (ethanol), C(C)O (ethanol), C(Cl)Cl (methylene chloride). Reaction conditions: time 18 hour. Product: C(C)OC(C(C(=O)O)CC=1C=NC(=C(C1)Cl)NC(=O)OC(C)(C)C)=O (2-(6-tert-butoxycarbonylamino-5-chloro-pyridin-3-ylmethyl)-malonic acid monoethyl ester). The yield is 61.9%. RXN SMILES: [OH-].[K+].[CH2:3]([O:5][C:6](=[O:29])[CH:7]([CH2:13][C:14]1[CH:15]=[N:16][C:17]([NH:21][C:22]([O:24][C:25]([CH3:28])([CH3:27])[CH3:26])=[O:23])=[C:18]([Cl:20])[CH:19]=1)[C:8]([O:10]CC)=[O:9])[CH3:4]>C(O)C.C(Cl)Cl>[CH2:3]([O:5][C:6](=[O:29])[CH:7]([CH2:13][C:14]1[CH:15]=[N:16][C:17]([NH:21][C:22]([O:24][C:25]([CH3:28])([CH3:27])[CH3:26])=[O:23])=[C:18]([Cl:20])[CH:19]=1)[C:8]([OH:10])=[O:9])[CH3:4] |f:0.1|. Procedure: A solution of KOH (0.44 g, 6.72 mmol, 85%) in ethanol (5 ml) was added to a solution of 2-(6-tert-butoxycarbonylamino-5-chloro-pyridin-3-ylmethyl)-malonic acid diethyl ester (2.45 g, 6.11 mmol) in ethanol (25 ml) and methylene chloride (10 ml) at 0° C. The mixture was stirred for 18 h at room temperature. The solvent was evaporated in vacuo and the residue dissolved in water. The aqueous layer was washed with ether, acidified to pH 4 by 1 M HCl and extracted with methylene chloride and ethyl ace... Starting materials: C(C)(C)(C)OC(=O)N[C@@H]1C(N(CCC1)CC(=O)O)=O ((S)-3-[(tert-butoxycarbonyl)amino]-2-oxo-1-piperidineacetic acid), Cl (HCl), C(C)O (ethanol). Conditions: time 1 hour. Yields the product N[C@@H]1C(N(CCC1)CC(=O)OCC)=O ((S)-3-Amino-2-oxo-1-piperidineacetic acid, Ethyl ester). RXN SMILES: C(OC([NH:8][C@H:9]1[CH2:14][CH2:13][CH2:12][N:11]([CH2:15][C:16]([OH:18])=[O:17])[C:10]1=[O:19])=O)(C)(C)C.Cl.[CH2:21](O)[CH3:22]>>[NH2:8][C@H:9]1[CH2:14][CH2:13][CH2:12][N:11]([CH2:15][C:16]([O:18][CH2:21][CH3:22])=[O:17])[C:10]1=[O:19]. Reported procedure: To a solution of compound 21 (5.45 g, 0.020 mol) in 20 mL of dry ethanol at 0° was added ethanolic 12N HCl (50.0 mL, 0.60 mol). The solution was stirred at 0° for one hr and then allowed to stir at ambient temperature for 3 hrs. The solvent was evaporated, the residue was twice redissolved in a mixture of ethanol, acetonitrile: 1,1 and reevaporated. After vacuum pumping at <1 mm Hg for 24 hrs, 4.84 g (~quantitative crude yield) of product 22 was obtained as a sticky light brown foam. TLC (silica...